This data is from the Open Reaction Database (ORD), a public repository of structured organic reaction records. The task is: describe an organic reaction: reactants, conditions, products, and yield Starting materials: C[Al](C)C (trimethyl aluminum), solution, [Cl-].[NH4+] (ammonium chloride), C1(=CC=CC=C1)C (toluene), C(C)OC(=O)C1=CC2=C(S1)C=CC=C2N2CCN(CC2)CC2=CC=CC=C2 (ethyl-4-[4-(phenylmethyl)-1-piperazinyl]-benzo[b]thiophene-2-carboxylate), Cl (hydrochloric acid). Solvent: C(C)O (ethanol), ClCCl (dichloromethane), O (water). Reaction conditions: temperature 150 celsius, time 33 minute. The product is Cl.C1(=CC=CC=C1)CN1CCN(CC1)C1=CC=CC=2SC(=CC21)C#N (4-[4-(phenylmethyl)-1-piperazinyl]-benzo[b]thiophene-2-nitrile monohydrochloride). RXN SMILES: C[Al](C)C.[Cl-:5].[NH4+:6].C(O[C:10]([C:12]1[S:16][C:15]2[CH:17]=[CH:18][CH:19]=[C:20]([N:21]3[CH2:26][CH2:25][N:24](CC4C=CC=CC=4)[CH2:23][CH2:22]3)[C:14]=2[CH:13]=1)=O)C.Cl.[C:35]1([CH3:41])[CH:40]=[CH:39][CH:38]=[CH:37][CH:36]=1>ClCCl.C(O)C.O>[ClH:5].[C:35]1([CH2:41][N:24]2[CH2:25][CH2:26][N:21]([C:20]3[C:14]4[CH:13]=[C:12]([C:10]#[N:6])[S:16][C:15]=4[CH:17]=[CH:18][CH:19]=3)[CH2:22][CH2:23]2)[CH:40]=[CH:39][CH:38]=[CH:37][CH:36]=1 |f:1.2,9.10|. Procedure: Add trimethyl aluminum (11.8 mL of a 2M solution in toluene, 23.7 mmol) to dry ammonium chloride (1.27 g, 23.7 mmol) in anhydrous dichloromethane (155 mL) at room temperature. After 33 minutes, add ethyl-4-[4-(phenylmethyl)-1-piperazinyl]-benzo[b]thiophene-2-carboxylate (3.00 g in 27 mL of dichloromethane, 7.89 mmol, prepared in example 1) and heat at reflux under nitrogen for 21 hours. Cool the reaction, cautiously pour into water (250 mL) and extract with dichloromethane (3×100 mL). Combine th...